This data is from the Open Reaction Database (ORD), a public repository of structured organic reaction records. The task is: describe an organic reaction: reactants, conditions, products, and yield Reactants: C(C)OC(=O)C1(CC1)C1=CC=C(C=C1)C1=CC=C(C=C1)C1=C(C(=NO1)C)CNCC(C)C1=CC=CC=C1 (1-(4′-{3-methyl-4-[(2-phenyl-propylamino)-methyl]-isoxazol-5-yl}-biphenyl-4-yl)-cyclopropanecarboxylic acid ethyl ester), C(C)(=O)Cl (acetyl chloride). The product is C(C)OC(=O)C1(CC1)C1=CC=C(C=C1)C1=CC=C(C=C1)C1=C(C(=NO1)C)CN(CC(C)C1=CC=CC=C1)C(C)=O (1-[4′-(4-{[Acetyl-(2-phenyl-propyl)-amino]-methyl}-3-methyl-isoxazol-5-yl)-biphenyl-4-yl]-cyclopropanecarboxylic acid ethyl ester). Reaction SMILES: [CH2:1]([O:3][C:4]([C:6]1([C:9]2[CH:14]=[CH:13][C:12]([C:15]3[CH:20]=[CH:19][C:18]([C:21]4[O:25][N:24]=[C:23]([CH3:26])[C:22]=4[CH2:27][NH:28][CH2:29][CH:30]([C:32]4[CH:37]=[CH:36][CH:35]=[CH:34][CH:33]=4)[CH3:31])=[CH:17][CH:16]=3)=[CH:11][CH:10]=2)[CH2:8][CH2:7]1)=[O:5])[CH3:2].[C:38](Cl)(=[O:40])[CH3:39]>>[CH2:1]([O:3][C:4]([C:6]1([C:9]2[CH:10]=[CH:11][C:12]([C:15]3[CH:20]=[CH:19][C:18]([C:21]4[O:25][N:24]=[C:23]([CH3:26])[C:22]=4[CH2:27][N:28]([C:38](=[O:40])[CH3:39])[CH2:29][CH:30]([C:32]4[CH:33]=[CH:34][CH:35]=[CH:36][CH:37]=4)[CH3:31])=[CH:17][CH:16]=3)=[CH:13][CH:14]=2)[CH2:7][CH2:8]1)=[O:5])[CH3:2]. Procedure: Prepared according to the procedure described in Example 3, Step 7, using 1-(4′-{3-methyl-4-[(2-phenyl-propylamino)-methyl]-isoxazol-5-yl}-biphenyl-4-yl)-cyclopropanecarboxylic acid ethyl ester and acetyl chloride. The reactants are B(O)O (boronic acid), C(=O)([O-])[O-].[Na+].[Na+] (Na2CO3), B(O)O (boronic acid), C(=O)([O-])[O-].[Na+].[Na+] (Na2CO3), C(=O)([O-])[O-].[Na+].[Na+] (Na2CO3), B(O)O (boronic acid), N1=C(C=CC=C1)C1=NC=CC=C1 (2,2′-bipyridine), C(C1=CC=CC=C1)OC1=NC(=CC2=C1NC=N2)Cl (4-(benzyloxy)-6-chloro-3H-imidazo[4,5-c]pyridine), C1(CC1)B(O)O (cyclopropane boronic acid), C(=O)([O-])[O-].[Na+].[Na+] (Na2CO3). The reagents and catalysts are CC(=O)[O-].CC(=O)[O-].[Cu+2] (Cu(OAc)2). The solvent is CCOC(=O)C (EtOAc), ClCCCl (1,2-DCE), ClCCCl (1,2-DCE). Reaction conditions: temperature 70 celsius, time 7 hour. Product: C(C1=CC=CC=C1)OC1=NC(=CC2=C1N(C=N2)C2CC2)Cl (4-(benzyloxy)-6-chloro-3-cyclopropyl-3H-imidazo[4,5-c]pyridine). Reaction SMILES: [CH2:1]([O:8][C:9]1[C:14]2[NH:15][CH:16]=[N:17][C:13]=2[CH:12]=[C:11]([Cl:18])[N:10]=1)[C:2]1[CH:7]=[CH:6][CH:5]=[CH:4][CH:3]=1.[CH:19]1(B(O)O)[CH2:21][CH2:20]1.C([O-])([O-])=O.[Na+].[Na+].B(O)O.N1C=CC=CC=1C1C=CC=CN=1>ClCCCl.CCOC(C)=O.CC([O-])=O.CC([O-])=O.[Cu+2]>[CH2:1]([O:8][C:9]1[C:14]2[N:15]([CH:19]3[CH2:21][CH2:20]3)[CH:16]=[N:17][C:13]=2[CH:12]=[C:11]([Cl:18])[N:10]=1)[C:2]1[CH:3]=[CH:4][CH:5]=[CH:6][CH:7]=1 |f:2.3.4,9.10.11|. Procedure: In a separate flask 4-(benzyloxy)-6-chloro-3H-imidazo[4,5-c]pyridine 2.24 (502 mg, 1.93 mmol), cyclopropane boronic acid (334 mg, 3.89 mmol) and Na2CO3 (415 mg, 3.9 mmol) were taken up in 1,2-DCE (13 mL). The aforementioned catalyst mixture was then added to this mixture, washing with 4×1 mL 1,2-DCE. The resulting mixture was heated to 70° C. and was stirred open to the air. After 7 h, additional Na2CO3 (215 mg, 2.03 mmol) and boronic acid (170 mg, 2.0 mmol) were added along with a heated suspen... Starting materials: IC1=CC=NN1C (5-iodo-1-methyl-1H-pyrazole), aqueous solution, C(CC(O)(C(=O)O)CC(=O)O)(=O)O (citric acid), C(#N)CC(=O)OC(C)(C)C (tert-butyl cyanoacetate), CC(C)([O-])C.[K+] (potassium t-butoxide). The reagents and catalysts are C=1C=CC(=CC1)[P](C=2C=CC=CC2)(C=3C=CC=CC3)[Pd]([P](C=4C=CC=CC4)(C=5C=CC=CC5)C=6C=CC=CC6)([P](C=7C=CC=CC7)(C=8C=CC=CC8)C=9C=CC=CC9)[P](C=1C=CC=CC1)(C=1C=CC=CC1)C=1C=CC=CC1 (tetrakis(triphenylphosphine)palladium(0)). Solvent: C(C)OCC (diethyl ether), O1CCOCC1 (1,4-dioxane), O1CCOCC1 (1,4-dioxane). Run at temperature 70 celsius, time 10 minute. Yields the product C(#N)C(C(=O)OC(C)(C)C)C1=CC=NN1C (tert-butyl 2-cyano-2-(1-methyl-1H-pyrazol-5-yl)acetate). Yield: 25.0%. As a reaction SMILES: [C:1]([CH2:3][C:4]([O:6][C:7]([CH3:10])([CH3:9])[CH3:8])=[O:5])#[N:2].CC(C)([O-])C.[K+].I[C:18]1[N:22]([CH3:23])[N:21]=[CH:20][CH:19]=1.C(O)(=O)CC(CC(O)=O)(C(O)=O)O>O1CCOCC1.C(OCC)C.C1C=CC([P]([Pd]([P](C2C=CC=CC=2)(C2C=CC=CC=2)C2C=CC=CC=2)([P](C2C=CC=CC=2)(C2C=CC=CC=2)C2C=CC=CC=2)[P](C2C=CC=CC=2)(C2C=CC=CC=2)C2C=CC=CC=2)(C2C=CC=CC=2)C2C=CC=CC=2)=CC=1>[C:1]([CH:3]([C:18]1[N:22]([CH3:23])[N:21]=[CH:20][CH:19]=1)[C:4]([O:6][C:7]([CH3:10])([CH3:9])[CH3:8])=[O:5])#[N:2] |f:1.2,^1:51,53,72,91|. Procedure details: To a solution of tert-butyl cyanoacetate (340 μL, 2.40 mmol) in 1,4-dioxane (5 mL) was added potassium t-butoxide (1M in tetrahydrofuran, 5 mL, 5.0 mmol) at room temperature. After 10 min, a solution of 5-iodo-1-methyl-1H-pyrazole (500 mg, 2.40 mmol) in 1,4-dioxane (5 mL) and tetrakis(triphenylphosphine)palladium(0) (75 mg, 0.065 mmol) were added. The reaction mixture was stirred for 16 h at 70° C. The mixture was cooled and then was diluted with diethyl ether (50 mL) and a 10% aqueous solution ... Reaction SMILES: Cl[C:2]1[N:7]=[CH:6][C:5]([CH2:8][C:9]2[CH:10]=[C:11]3[C:16](=[C:17]4[N:22]([CH3:23])[CH2:21][CH:20]=[CH:19][C:18]=24)[N:15]=[CH:14][N:13]([C@H:24]2[CH2:29][CH2:28][CH2:27][CH2:26][C@@H:25]2[OH:30])[C:12]3=[O:31])=[CH:4][CH:3]=1.C(=O)([O-])[O-].[Cs+].[Cs+].[CH3:38][N:39]1[CH:43]=[C:42](B2OC(C)(C)C(C)(C)O2)[CH:41]=[N:40]1>C1COCC1.C(OCC)(=O)C.CC(C)([P](C(C)(C)C)([Pd][P](C(C)(C)C)(C(C)(C)C)C(C)(C)C)C(C)(C)C)C>[OH:30][C@H:25]1[CH2:26][CH2:27][CH2:28][CH2:29][C@@H:24]1[N:13]1[C:12](=[O:31])[C:11]2[C:16](=[C:17]3[N:22]([CH3:23])[CH2:21][CH:20]=[CH:19][C:18]3=[C:9]([CH2:8][C:5]3[CH:6]=[N:7][C:2]([C:42]4[CH:41]=[N:40][N:39]([CH3:38])[CH:43]=4)=[CH:3][CH:4]=3)[CH:10]=2)[N:15]=[CH:14]1 |f:1.2.3,^1:66,72|. Reactants: ClC1=CC=C(C=N1)CC=1C=C2C(N(C=NC2=C2C1C=CCN2C)[C@@H]2[C@H](CCCC2)O)=O (6-[(6-chloropyridin-3-yl)methyl]-3-[(1S,2S)-2-hydroxycyclohexyl]-10-methyl-9,10-dihydropyrido[3,2-h]quinazolin-4(3H)-one), C([O-])([O-])=O.[Cs+].[Cs+] (cesium carbonate), CN1N=CC(=C1)B1OC(C(O1)(C)C)(C)C (1-methyl-4-(4,4,5,5-tetramethyl-1,3,2-dioxaborolan-2-yl)-1H-pyrazole). The product is O[C@@H]1[C@H](CCCC1)N1C=NC2=C3C(=C(C=C2C1=O)CC=1C=NC(=CC1)C=1C=NN(C1)C)C=CCN3C (3-[(1S,2S)-2-Hydroxycyclohexyl]-10-methyl-6-{[6-(1-methyl-1H-pyrazol-4-yl)pyridin-3-yl]methyl}-9,10-dihydropyrido[3,2-h]quinazolin-4(3H)-one). Procedure: To a solution of 6-[(6-chloropyridin-3-yl)methyl]-3-[(1S,2S)-2-hydroxycyclohexyl]-10-methyl-9,10-dihydropyrido[3,2-h]quinazolin-4(3H)-one (Example 1, 0.040 g, 0.092 mmol) in 2 mL of THF under an atmosphere of nitrogen was added aqueous cesium carbonate (1 M, 0.18 mL, 0.18 mmol), 1-methyl-4-(4,4,5,5-tetramethyl-1,3,2-dioxaborolan-2-yl)-1H-pyrazole (0.057 g, 0.28 mmol), and bis(tri-tert-butylphosphine)palladium(0) (4.0 mg, 0.0078 mmol). The reaction was heated at 100° C. for 16 h, cooled to rt, di... Solvent: C(C)(=O)OCC (ethyl acetate), C1CCOC1 (THF). The reagents and catalysts are CC(C)([P](C(C)(C)C)([Pd][P](C(C)(C)C)(C(C)(C)C)C(C)(C)C)C(C)(C)C)C (bis(tri-tert-butylphosphine)palladium(0)). Conditions: temperature 100 celsius. Reactants: BrC=1C=C(CBr)C=CC1OC (3-bromo-4-methoxybenzyl bromide), C(OC)COC (dimethoxyethane), FC1=CC=C(C=C1)B(O)O (4-fluorophenylboronic acid), P(=O)([O-])([O-])[O-].[K+].[K+].[K+] (potassium phosphate). Reagents/catalysts: C=1C=CC(=CC1)[P](C=2C=CC=CC2)(C=3C=CC=CC3)[Pd]([P](C=4C=CC=CC4)(C=5C=CC=CC5)C=6C=CC=CC6)([P](C=7C=CC=CC7)(C=8C=CC=CC8)C=9C=CC=CC9)[P](C=1C=CC=CC1)(C=1C=CC=CC1)C=1C=CC=CC1 (tetrakis(triphenylphosphine)palladium(0)). Run in C(C)O (ethanol). Run at temperature 60 celsius. Yields the product BrC1=C(C=CC(=C1)CC1=CC=C(C=C1)F)OC (2-bromo-4-(4-fluoro-benzyl)-1-methoxy-benzene). The yield is 40.1%. RXN SMILES: [Br:1][C:2]1[CH:3]=[C:4]([CH:7]=[CH:8][C:9]=1[O:10][CH3:11])[CH2:5]Br.[F:12][C:13]1[CH:18]=[CH:17][C:16](B(O)O)=[CH:15][CH:14]=1.P([O-])([O-])([O-])=O.[K+].[K+].[K+].C(COC)OC>C1C=CC([P]([Pd]([P](C2C=CC=CC=2)(C2C=CC=CC=2)C2C=CC=CC=2)([P](C2C=CC=CC=2)(C2C=CC=CC=2)C2C=CC=CC=2)[P](C2C=CC=CC=2)(C2C=CC=CC=2)C2C=CC=CC=2)(C2C=CC=CC=2)C2C=CC=CC=2)=CC=1.C(O)C>[Br:1][C:2]1[CH:3]=[C:4]([CH2:5][C:16]2[CH:17]=[CH:18][C:13]([F:12])=[CH:14][CH:15]=2)[CH:7]=[CH:8][C:9]=1[O:10][CH3:11] |f:2.3.4.5,^1:39,41,60,79|. Reported procedure: In a 250 mL round-bottomed flask equipped with a stir bar was placed 3-bromo-4-methoxybenzyl bromide (5.0 g, 17.9 mmol), 4-fluorophenylboronic acid (2.76 g, 19.7 mmol), potassium phosphate (tribasic) (7.60 g, 35.8 mmol), dimethoxyethane (30 mL) and 50% aqueous ethanol (30 mL). The mixture was degassed with nitrogen for 30 minutes and then added tetrakis(triphenylphosphine)palladium(0) (5.17 g, 4.48 mmol). The mixture was heated to 60° C. for 4 hours and then the palladium catalyst was filtered o... Product: FC1=C(C=CC=C1)C1=CC(=CC=2CC(OC21)CNC)OC ((±)-{[7-(2-fluorophenyl)-5-methoxy-2,3-dihydro-1-benzofuran-2-yl]methyl}methylamine). Starting materials: hydrochloride salt, FC1=C(C=CC=C1)C1=CC(=CC=2CC(OC21)COS(=O)(=O)C2=CC=C(C=C2)C)OC ((±)-{[7-(2-fluorophenyl)-5-methoxy-2,3-dihydro-1-benzofuran-2-yl]methyl}4-methylbenzenesulfonate), CN (methylamine). Procedure details: The title compound was prepared (0.039 g, 51%) following the general procedure of Example 390 as a white solid, hydrochloride salt from (±)-{[7-(2-fluorophenyl)-5-methoxy-2,3-dihydro-1-benzofuran-2-yl]methyl}4-methylbenzenesulfonate (0.102 g, 0.24 mmol) and methylamine (0.074 g, 2.4 mmol). mp 110-112° C. RXN SMILES: [F:1][C:2]1[CH:7]=[CH:6][CH:5]=[CH:4][C:3]=1[C:8]1[C:16]2[O:15][CH:14]([CH2:17]OS(C3C=CC(C)=CC=3)(=O)=O)[CH2:13][C:12]=2[CH:11]=[C:10]([O:29][CH3:30])[CH:9]=1.[CH3:31][NH2:32]>>[F:1][C:2]1[CH:7]=[CH:6][CH:5]=[CH:4][C:3]=1[C:8]1[C:16]2[O:15][CH:14]([CH2:17][NH:32][CH3:31])[CH2:13][C:12]=2[CH:11]=[C:10]([O:29][CH3:30])[CH:9]=1. Solvent: C1CCOC1 (THF). Procedure: 30 mg of 2-phenoxymethyl-1H-indole-5-carboxylic acid methyl ester were dissolved in 1 ml of THF and treated with 5 mg NaH (60%) at 0° C. for 15 min. 1.2 eq. of 1-bromomethyl-4-trifluoromethylsulfanyl-benzene were added and the reaction stirred for 1.5 h. The solvent was evaporated and the product extracted from methylenchloride/water. The product was purified by preparative HPLC. MS(ISP): 472.5 (M+H)+. Run at time 1.5 hour. The reactants are [H-].[Na+] (NaH), COC(=O)C=1C=C2C=C(NC2=CC1)COC1=CC=CC=C1 (2-phenoxymethyl-1H-indole-5-carboxylic acid methyl ester), BrCC1=CC=C(C=C1)SC(F)(F)F (1-bromomethyl-4-trifluoromethylsulfanyl-benzene). RXN SMILES: [CH3:1][O:2][C:3]([C:5]1[CH:6]=[C:7]2[C:11](=[CH:12][CH:13]=1)[NH:10][C:9]([CH2:14][O:15][C:16]1[CH:21]=[CH:20][CH:19]=[CH:18][CH:17]=1)=[CH:8]2)=[O:4].[H-].[Na+].Br[CH2:25][C:26]1[CH:31]=[CH:30][C:29]([S:32][C:33]([F:36])([F:35])[F:34])=[CH:28][CH:27]=1>C1COCC1>[CH3:1][O:2][C:3]([C:5]1[CH:6]=[C:7]2[C:11](=[CH:12][CH:13]=1)[N:10]([CH2:25][C:26]1[CH:31]=[CH:30][C:29]([S:32][C:33]([F:36])([F:34])[F:35])=[CH:28][CH:27]=1)[C:9]([CH2:14][O:15][C:16]1[CH:21]=[CH:20][CH:19]=[CH:18][CH:17]=1)=[CH:8]2)=[O:4] |f:1.2|. The product is COC(=O)C=1C=C2C=C(N(C2=CC1)CC1=CC=C(C=C1)SC(F)(F)F)COC1=CC=CC=C1 (2-Phenoxymethyl-1-(4-trifluoromethylsulfanyl-benzyl)-1H-indole-5-carboxylic acid methyl ester).